Dataset: the Open Reaction Database (ORD), a public repository of structured organic reaction records. Task: describe an organic reaction: reactants, conditions, products, and yield Starting materials: CCOC(=O)c1cc(Br)cc(NC(=O)CCCCl)c1, C1CCOC1, [H-], [Na+]. Product: CCOC(=O)c1cc(Br)cc(N2CCCC2=O)c1. RXN SMILES: [Br:3][c:4]1[cH:5][c:6]([C:7](=[O:8])[O:9][CH2:10][CH3:11])[cH:12][c:13]([NH:15][C:16]([CH2:17][CH2:18][CH2:19][Cl:20])=[O:21])[cH:14]1.[CH2:22]1[O:23][CH2:24][CH2:25][CH2:26]1.[H-:1].[Na+:2]>>[Br:3][c:4]1[cH:5][c:6]([C:7](=[O:8])[O:9][CH2:10][CH3:11])[cH:12][c:13]([N:15]2[C:16](=[O:21])[CH2:17][CH2:18][CH2:19]2)[cH:14]1. The reactants are CC(C)(C)OC(=O)Nc1ncc(Br)nc1-c1nnc(-c2ccccc2)o1, C1CNCCN1, CN(C)C=O. The product is CC(C)(C)OC(=O)Nc1ncc(N2CCNCC2)nc1-c1nnc(-c2ccccc2)o1. As a reaction SMILES: [Br:1][c:2]1[n:3][c:4](-[c:16]2[o:17][c:18](-[c:21]3[cH:22][cH:23][cH:24][cH:25][cH:26]3)[n:19][n:20]2)[c:5]([NH:8][C:9]([O:10][C:11]([CH3:12])([CH3:13])[CH3:14])=[O:15])[n:6][cH:7]1.[CH2:27]1[CH2:28][NH:29][CH2:30][CH2:31][NH:32]1.[O:33]=[CH:34][N:35]([CH3:36])[CH3:37]>>[c:2]1([N:29]2[CH2:28][CH2:27][NH:32][CH2:31][CH2:30]2)[n:3][c:4](-[c:16]2[o:17][c:18](-[c:21]3[cH:22][cH:23][cH:24][cH:25][cH:26]3)[n:19][n:20]2)[c:5]([NH:8][C:9]([O:10][C:11]([CH3:12])([CH3:13])[CH3:14])=[O:15])[n:6][cH:7]1. The reactants are Cl (HCl), COC1=CC=C(C=C1)N (4-methoxy-phenylamine), C(C)(=O)O (acetic acid), C(#N)[BH3-].[Na+] (sodium cyanoborohydride), C(#N)[BH3-].[Na+] (sodium cyanoborohydride). Solvent: C1CCOC1 (THF), CC(=O)C (acetone), CO (methanol). Conditions: time 8 hour. Product: C(C)(C)NC1=CC=C(C=C1)OC (Isopropyl-(4-methoxy-phenyl)-amine). As a reaction SMILES: [CH3:1][O:2][C:3]1[CH:8]=[CH:7][C:6]([NH2:9])=[CH:5][CH:4]=1.[C:10](O)(=O)[CH3:11].[C:14]([BH3-])#N.[Na+].Cl>CO.C1COCC1.CC(C)=O>[CH:10]([NH:9][C:6]1[CH:7]=[CH:8][C:3]([O:2][CH3:1])=[CH:4][CH:5]=1)([CH3:11])[CH3:14] |f:2.3|. Reported procedure: To a stirred solution of 4-methoxy-phenylamine (1.24 g) in methanol (15 mL) at ambient temperature was added successively, glacial acetic acid (415 mg), acetone (669 mg), and 1M sodium cyanoborohydride in THF (12.7 mL). The reaction mixture was stirred overnight at room temperature. The pH was adjusted to 2 with 6N HCl and stirred for 30 minutes after which time the excess sodium cyanoborohydride was completely quenched. The pH was then adjusted to 8.5 with 1N NaOH and the resultant solution ext... The reactants are ClCC1=C(C=CC=C1)S(=O)(=O)NC(=O)NCCCC (2-(chloromethyl)-N-(butylaminocarbonyl)benzene sulfonamide), S(=O)(=O)(N=C=O)N=C=O (sulfonyl isocyanate), NC1=NC(=CC(=N1)OC)OC (2-amino-4,6-dimethoxypyrimidine), C(=O)(Cl)Cl (phosgene), ClCC1=C(C=CC=C1)S(=O)(=O)N=C=O (2-(chloromethyl)benzenesulfonyl isocyanate). The reagents and catalysts are N12NCC(CC1)CC2 (diazabicyclo[2.2.2]octane). The solvent is C=1(C(=CC=CC1)C)C (xylene), C(C)#N (acetonitrile). Conditions: time 16 hour. The product is ClCC1=C(C=CC=C1)S(=O)(=O)NC(=O)NC1=NC(=CC(=N1)OC)OC (2-(Chloromethyl)-N-[(4,6-dimethoxypyrimidin-2-yl)aminocarbonyl]benzenesulfonamide). Isolated yield 69.6%. As a reaction SMILES: [Cl:1][CH2:2][C:3]1[CH:8]=[CH:7][CH:6]=[CH:5][C:4]=1[S:9]([NH:12][C:13]([NH:15][CH2:16]CCC)=[O:14])(=[O:11])=[O:10].C(Cl)(Cl)=O.ClCC1C=CC=CC=1S(N=C=O)(=O)=O.S(N=C=O)(N=C=O)(=O)=O.NC1[N:53]=[C:52]([O:54][CH3:55])[CH:51]=[C:50]([O:56][CH3:57])[N:49]=1>C1(C)C(C)=CC=CC=1.N12CCC(CC1)CN2.C(#N)C>[Cl:1][CH2:2][C:3]1[CH:8]=[CH:7][CH:6]=[CH:5][C:4]=1[S:9]([NH:12][C:13]([NH:15][C:16]1[N:53]=[C:52]([O:54][CH3:55])[CH:51]=[C:50]([O:56][CH3:57])[N:49]=1)=[O:14])(=[O:10])=[O:11]. Procedure: A solution of 2-(chloromethyl)-N-(butylaminocarbonyl)benzene sulfonamide (1.33 g, 4.38 mmol) and diazabicyclo[2.2.2]octane (5 mg) in xylene (12 ml) was heated at reflux and contacted in portions with phosgene (1.0 ml. condensed phase). After 2.0 hrs at reflux, the mixture was cooled to room temperature, decanted, and volatiles were removed to give 1.56 g of crude product. The IR spectrum of 2-(chloromethyl)benzenesulfonyl isocyanate featured a strong band at 2250 cm-1. The crude sulfonyl isocyan... Starting materials: N(N)C(=O)C=1SC=CC1NC(CC1=CC=C(C=C1)OC)=O (N-(2-(hydrazinecarbonyl)thiophen-3-yl)-2-(4-methoxyphenyl)acetamide), C1CC1C(=N)N.Cl (cyclopropylcarbamidine hydrochloride), C[O-].[Na+] (sodium methoxide). Run in C(C)O (ethanol), [Cl-].[Na+].O (brine). Run at temperature 120 celsius, time 17 hour. Yields the product C1(CC1)C1=NNC(=N1)C=1SC=CC1NC(CC1=CC=C(C=C1)OC)=O (N-(2-(3-cyclopropyl-1H-1,2,4-triazol-5-yl)thiophen-3-yl)-2-(4-methoxyphenyl)acetamide). RXN SMILES: [NH:1]([C:3]([C:5]1[S:6][CH:7]=[CH:8][C:9]=1[NH:10][C:11](=[O:21])[CH2:12][C:13]1[CH:18]=[CH:17][C:16]([O:19][CH3:20])=[CH:15][CH:14]=1)=O)[NH2:2].[CH2:22]1[CH:24]([C:25](N)=[NH:26])[CH2:23]1.Cl.C[O-].[Na+]>C(O)C.[Cl-].[Na+].O>[CH:24]1([C:25]2[N:26]=[C:3]([C:5]3[S:6][CH:7]=[CH:8][C:9]=3[NH:10][C:11](=[O:21])[CH2:12][C:13]3[CH:18]=[CH:17][C:16]([O:19][CH3:20])=[CH:15][CH:14]=3)[NH:1][N:2]=2)[CH2:22][CH2:23]1 |f:1.2,3.4,6.7.8|. Reported procedure: A mixture of N-(2-(hydrazinecarbonyl)thiophen-3-yl)-2-(4-methoxyphenyl)acetamide (101 mg, 0.30 mmol), cyclopropylcarbamidine hydrochloride (47 mg, 0.39 mmol) and sodium methoxide (39 mg, 0.72 mmol) in ethanol (3 mL) was stirred at 120° C. for 17 h. The mixture was diluted with brine and extracted with ethyl acetate. The organic phase was separated, dried (Na2SO4), filtered, concentrated under vacuum and purified by preparative HPLC to give N-(2-(3-cyclopropyl-1H-1,2,4-triazol-5-yl)thiophen-3-yl)... As a reaction SMILES: [C:14]([CH3:15])(=[NH:16])[NH2:17].[CH3:1][O:2][C:3](=[O:4])[P:5]([O:6][CH2:7][CH3:8])([O:9][CH2:10][CH3:11])=[O:12].[ClH:13].[O:18]1[CH2:19][CH2:20][CH2:21][CH2:22]1>>[C:3](=[O:4])([P:5]([O:6][CH2:7][CH3:8])([O:9][CH2:10][CH3:11])=[O:12])[N:16]=[C:14]([CH3:15])[NH2:17]. Starting materials: CC(=N)N, CCOP(=O)(OCC)C(=O)OC, Cl, C1CCOC1. The product is CCOP(=O)(OCC)C(=O)N=C(C)N. The reactants are C(C)OC(=O)C=1N=NC(=CC1)OCC=1C(=NOC1C)C1=NC=CC=C1 (6-(5-methyl-3-pyridin-2-yl-isoxazol-4-ylmethoxy)-pyridazine-3-carboxylic acid ethyl ester), C(=O)([O-])C(O)C(O)C(=O)[O-].[K+].[Na+] (sodium potassium tartrate), C[Al](C)C (trimethylaluminium), NC1CCOCC1 (4-aminotetrahydropyran). Run in O1CCOCC1 (dioxane), O1CCOCC1 (dioxane). Run at time 1 hour. Product: O1CCC(CC1)NC(=O)C=1N=NC(=CC1)OCC=1C(=NOC1C)C1=NC=CC=C1 (6-(5-Methyl-3-pyridin-2-yl-isoxazol-4-ylmethoxy)-pyridazine-3-carboxylic acid (tetrahydro-pyran-4-yl)-amide). Isolated yield 52.3%. As a reaction SMILES: C[Al](C)C.[NH2:5][CH:6]1[CH2:11][CH2:10][O:9][CH2:8][CH2:7]1.C([O:14][C:15]([C:17]1[N:18]=[N:19][C:20]([O:23][CH2:24][C:25]2[C:26]([C:31]3[CH:36]=[CH:35][CH:34]=[CH:33][N:32]=3)=[N:27][O:28][C:29]=2[CH3:30])=[CH:21][CH:22]=1)=O)C.C(C(C(C([O-])=O)O)O)([O-])=O.[K+].[Na+]>O1CCOCC1>[O:9]1[CH2:10][CH2:11][CH:6]([NH:5][C:15]([C:17]2[N:18]=[N:19][C:20]([O:23][CH2:24][C:25]3[C:26]([C:31]4[CH:36]=[CH:35][CH:34]=[CH:33][N:32]=4)=[N:27][O:28][C:29]=3[CH3:30])=[CH:21][CH:22]=2)=[O:14])[CH2:7][CH2:8]1 |f:3.4.5|. Procedure details: A solution of trimethylaluminium (2 M in toluene, 600 μL, 1.2 mmol) was added dropwise (exothermic) to a solution of 4-aminotetrahydropyran (121 mg, 1.2 mmol) in dioxane (6 mL) and the resulting mixture was stirred at room temperature for 1 h. Then a solution of 6-(5-methyl-3-pyridin-2-yl-isoxazol-4-ylmethoxy)-pyridazine-3-carboxylic acid ethyl ester (102 mg, 0.3 mmol) in dioxane (3 mL) was added. The resulting mixture was heated at 85-95° C. for 5 h, cooled to room temperature, poured into a so... Reactants: COC(=O)c1sc(Nc2cc(CN3CCN(C)CC3)ccc2[N+](=O)[O-])cc1OC(C)c1ccccc1C(F)(F)F, COC(OC)OC, Cc1ccccc1, Cl. Product: COC(=O)c1sc(Nc2cc(CN3CCN(C)CC3)ccc2N)cc1OC(C)c1ccccc1C(F)(F)F. Reaction SMILES: [CH3:1][N:2]1[CH2:3][CH2:4][N:5]([CH2:8][c:9]2[cH:10][cH:11][c:12]([N+:38]([O-:39])=[O:40])[c:13]([NH:15][c:16]3[cH:17][c:18]([O:25][CH:26]([CH3:27])[c:28]4[c:29]([C:34]([F:35])([F:36])[F:37])[cH:30][cH:31][cH:32][cH:33]4)[c:19]([C:21](=[O:22])[O:23][CH3:24])[s:20]3)[cH:14]2)[CH2:6][CH2:7]1.[CH3:42][O:43][CH:44]([O:45][CH3:46])[O:47][CH3:48].[CH3:49][c:50]1[cH:51][cH:52][cH:53][cH:54][cH:55]1.[ClH:41]>>[CH3:1][N:2]1[CH2:3][CH2:4][N:5]([CH2:8][c:9]2[cH:10][cH:11][c:12]([NH2:38])[c:13]([NH:15][c:16]3[cH:17][c:18]([O:25][CH:26]([CH3:27])[c:28]4[c:29]([C:34]([F:35])([F:36])[F:37])[cH:30][cH:31][cH:32][cH:33]4)[c:19]([C:21](=[O:22])[O:23][CH3:24])[s:20]3)[cH:14]2)[CH2:6][CH2:7]1. The reactants are C(C)OC(C1=CC=C(C=C1)N1CCC(CCC1)O)=O (4-(4-hydroxy-azepan-1-yl)-benzoic acid ethyl ester), C1COCCOCCOCCOCCOCCO1 (18-crown-6), [K] (potassium), BrCC=1C(=NOC1C1CC1)C1=C(C=CC=C1Cl)Cl (4-bromomethyl-5-cyclopropyl-3-(2,6-dichloro-phenyl)-isoxazole). The solvent is C(C)(C)(C)O (tert-butyl alcohol), O1CCCC1 (tetrahydrofuran). Conditions: time 5 minute. Product: C(C)OC(C1=CC=C(C=C1)N1CCC(CCC1)OCC=1C(=NOC1C1CC1)C1=C(C=CC=C1Cl)Cl)=O (4-{4-[5-Cyclopropyl-3-(2,6-dichloro-phenyl)-isoxazol-4-ylmethoxy]-azepan-1-yl}-benzoic acid ethyl ester), solid. The yield is 28.0%. RXN SMILES: [CH2:1]([O:3][C:4](=[O:19])[C:5]1[CH:10]=[CH:9][C:8]([N:11]2[CH2:17][CH2:16][CH2:15][CH:14]([OH:18])[CH2:13][CH2:12]2)=[CH:7][CH:6]=1)[CH3:2].C1OCCOCCOCCOCCOCCOC1.[K].Br[CH2:40][C:41]1[C:42]([C:49]2[C:54]([Cl:55])=[CH:53][CH:52]=[CH:51][C:50]=2[Cl:56])=[N:43][O:44][C:45]=1[CH:46]1[CH2:48][CH2:47]1>C(O)(C)(C)C.O1CCCC1>[CH2:1]([O:3][C:4](=[O:19])[C:5]1[CH:6]=[CH:7][C:8]([N:11]2[CH2:17][CH2:16][CH2:15][CH:14]([O:18][CH2:40][C:41]3[C:42]([C:49]4[C:50]([Cl:56])=[CH:51][CH:52]=[CH:53][C:54]=4[Cl:55])=[N:43][O:44][C:45]=3[CH:46]3[CH2:48][CH2:47]3)[CH2:13][CH2:12]2)=[CH:9][CH:10]=1)[CH3:2] |^1:37|. Procedure details: Anhydrous tetrahydrofuran (5 mL) is added at room temperature to a mixture of 4-(4-hydroxy-azepan-1-yl)-benzoic acid ethyl ester (364 mg, 1.38 mmol), 18-crown-6 (407 mg, 1.52 mmol) and tert-butyl alcohol, potassium derivative (178 mg, 1.52 mmol). The mixture is stirred for 5 minutes and then 4-bromomethyl-5-cyclopropyl-3-(2,6-dichloro-phenyl)-isoxazole (480 mg, 1.38 mmol) is added. After 1.5 h, the solvent is removed and water is added. The aqueous phase is extracted with ethyl acetate. The orga... Starting materials: Cl.CC(C)(C(C)(C)C)N (2,3,3-trimethyl-2-butylamine hydrochloride), [OH-].[Na+] (NaOH), N1=C(Cl)N=C(Cl)N=C1Cl (cyanuric chloride). The solvent is O (water), O (water). Product: ClC1=NC(=NC(=N1)NC(C(C)(C)C)(C)C)NC(C(C)(C)C)(C)C (2-chloro-4,6-bis(1,1,2,2-tetramethylpropylamino)-s-triazine). Reaction SMILES: Cl.[CH3:2][C:3]([NH2:9])([C:5]([CH3:8])([CH3:7])[CH3:6])[CH3:4].[OH-].[Na+].[N:12]1[C:19](Cl)=[N:18][C:16](Cl)=[N:15][C:13]=1[Cl:14]>O>[Cl:14][C:13]1[N:12]=[C:19]([NH:9][C:3]([CH3:4])([CH3:2])[C:5]([CH3:8])([CH3:7])[CH3:6])[N:18]=[C:16]([NH:9][C:3]([CH3:4])([CH3:2])[C:5]([CH3:8])([CH3:7])[CH3:6])[N:15]=1 |f:0.1,2.3|. Reported procedure: 6.7 g. (0.044 mole) 2,3,3-trimethyl-2-butylamine hydrochloride and 3.4 g. (0.84 mole) NaOH in 20 ml. water are added to a stirred slurry of 3.6 g. (0.02 mole) cyanuric chloride in 150 ml. water. The reaction mixture is heated at reflux for 21/2 hours, cooled and filtered to give the product, a white solid, m.p. 129°-131° C., 6.5 g.